From a dataset of the Open Reaction Database (ORD), a public repository of structured organic reaction records. describe an organic reaction: reactants, conditions, products, and yield Reactants: C(C)(C)(C)N(NC(C1=CC=C(C=C1)C(=O)OC)=O)C(=O)C=1C=C(C=CC1)C (N'-t-butyl-N-(4-carbomethoxybenzoyl)-N'-(3-toluoyl)hydrazine), NC(CO)(C)C (2-amino-2-methyl-1-propanol). Solvent: CCOCC.C(Cl)Cl (ether methylene chloride). Product: C(C)(C)(C)N(NC(C1=CC=C(C=C1)C=1OCC(N1)(C)C)=O)C(=O)C=1C=C(C=CC1)C (N'-t-butyl-N-(4-(4,4-dimethyloxazol-2-yl)benzoyl)-N'-(3-toluoyl)hydrazine). As a reaction SMILES: [C:1]([N:5]([C:19]([C:21]1[CH:22]=[C:23]([CH3:27])[CH:24]=[CH:25][CH:26]=1)=[O:20])[NH:6][C:7](=[O:18])[C:8]1[CH:13]=[CH:12][C:11]([C:14](OC)=O)=[CH:10][CH:9]=1)([CH3:4])([CH3:3])[CH3:2].[NH2:28][C:29]([CH3:33])([CH3:32])[CH2:30][OH:31]>CCOCC.C(Cl)Cl>[C:1]([N:5]([C:19]([C:21]1[CH:22]=[C:23]([CH3:27])[CH:24]=[CH:25][CH:26]=1)=[O:20])[NH:6][C:7](=[O:18])[C:8]1[CH:13]=[CH:12][C:11]([C:14]2[O:31][CH2:30][C:29]([CH3:33])([CH3:32])[N:28]=2)=[CH:10][CH:9]=1)([CH3:4])([CH3:3])[CH3:2] |f:2.3|. Reported procedure: 1.2 g of N'-t-butyl-N-(4-carbomethoxybenzoyl)-N'-(3-toluoyl)hydrazine was heated in 2 ml of 2-amino-2-methyl-1-propanol at 90-100° C. for 5 hours. After cooling, the mixture was diluted with ether/methylene chloride and washed with 0.1 N HCl. The organic layer was evaporated to afford 1.0 g of the corresponding amide. Starting materials: Cl.NCC(C(C1=CC=CC=C1)N1C=C(C2=CC=CC(=C12)F)C)O (3-amino-1-(7-fluoro-3-methyl-1H-indol-1-yl)-1-phenylpropan-2-ol hydrochloride), FC=1C=CC=C2C(=CN(C12)[C@H]([C@@H](CO)O)C1=CC=CC=C1)C ((2S,3S)-3-(7-fluoro-3-methyl-1H-indol-1-yl)-3-phenylpropane-1,2-diol), C1(=CC=C(C=C1)S(=O)(=O)O)C (para-toluenesulfonic acid), [OH-].[NH4+] (ammonium hydroxide). Yields the product Cl.NC[C@H]([C@H](C1=CC=CC=C1)N1C=C(C2=CC=CC(=C12)F)C)O ((1S,2R)-3-amino-1-(7-fluoro-3-methyl-1H-indol-1-yl)-1-phenylpropan-2-ol hydrochloride). RXN SMILES: [ClH:1].[NH2:2][CH2:3][CH:4]([OH:23])[CH:5]([N:12]1[C:20]2[C:15](=[CH:16][CH:17]=[CH:18][C:19]=2[F:21])[C:14]([CH3:22])=[CH:13]1)[C:6]1[CH:11]=[CH:10][CH:9]=[CH:8][CH:7]=1.FC1C=CC=C2C=1N([C@@H](C1C=CC=CC=1)[C@H](O)CO)C=C2C.C1(C)C=CC(S(O)(=O)=O)=CC=1.[OH-].[NH4+]>>[ClH:1].[NH2:2][CH2:3][C@@H:4]([OH:23])[C@@H:5]([N:12]1[C:20]2[C:15](=[CH:16][CH:17]=[CH:18][C:19]=2[F:21])[C:14]([CH3:22])=[CH:13]1)[C:6]1[CH:7]=[CH:8][CH:9]=[CH:10][CH:11]=1 |f:0.1,4.5,6.7|. Procedure: In an analogous manner to EXAMPLE 117, step 6 3-amino-1-(7-fluoro-3-methyl-1H-indol-1-yl)-1-phenylpropan-2-ol hydrochloride was prepared from (2S,3S)-3-(7-fluoro-3-methyl-1H-indol-1-yl)-3-phenylpropane-1,2-diol (EXAMPLE 179, step 4) and para-toluenesulfonic acid followed by ammonium hydroxide as a white solid. MS (ES) m/z 299.0. Starting materials: Cl.C1(=CC=CC=C1)CCC(=O)NC=1C=C(N)C=CC1 (3-(((2-phenylethyl)carbonyl)amino)aniline hydrochloride), N1(CCCC1)C#N (1-pyrrolidinecarbonitrile). Reagents/catalysts: CN(C1=CC=NC=C1)C (4-dimethylaminopyridine). Run in ClC1=CC=CC=C1 (chlorobenzene). Yields the product Cl.C1(=CC=CC=C1)CCC(=O)NC=1C=C(C=CC1)NC(=N)N1CCCC1 (N-(3-(((2-phenylethyl)carbonyl)amino)phenyl)-1-pyrrolidinecarboximidamide hydrochloride). As a reaction SMILES: [ClH:1].[C:2]1([CH2:8][CH2:9][C:10]([NH:12][C:13]2[CH:14]=[C:15]([CH:17]=[CH:18][CH:19]=2)[NH2:16])=[O:11])[CH:7]=[CH:6][CH:5]=[CH:4][CH:3]=1.[N:20]1([C:25]#[N:26])[CH2:24][CH2:23][CH2:22][CH2:21]1>ClC1C=CC=CC=1.CN(C)C1C=CN=CC=1>[ClH:1].[C:2]1([CH2:8][CH2:9][C:10]([NH:12][C:13]2[CH:14]=[C:15]([NH:16][C:25]([N:20]3[CH2:24][CH2:23][CH2:22][CH2:21]3)=[NH:26])[CH:17]=[CH:18][CH:19]=2)=[O:11])[CH:3]=[CH:4][CH:5]=[CH:6][CH:7]=1 |f:0.1,5.6|. Procedure: To a stirred suspension of the product of step (a), 2.0 g, 0.006 moles, in 35 ml of chlorobenzene was added 4-dimethylaminopyridine. To this was added 1-pyrrolidinecarbonitrile, 1.2 ml, 0.06 moles, and the reaction was heated to reflux for 4 hours. The reaction was cooled to room temperature and the solvent decanted. To the residue was added 25 ml of isopropanol and 150 ml of ethyl acetate. A solid crystallized and was collected by filtration. The above solid was then dried at 60° C. for 24 hour... Starting materials: ClC1=NC=C(C(=N1)NC1=NNC(=C1)C)Cl (2,5-dichloro-N-(5-methyl-1H-pyrazol-3-yl)pyrimidin-4-amine), O.C1(=CC=C(C=C1)S(=O)(=O)O)C (4-toluenesulfonic acid monohydrate), C1CC=COC1 (DHP). Run in C1CCOC1 (THF). Run at time 8 hour. The product is ClC1=NC=C(C(=N1)NC1=NN(C(=C1)C)C1OCCCC1)Cl (2,5-Dichloro-N-(5-methyl-1-(tetrahydro-2H-pyran-2-yl)-1H-pyrazol-3-yl)pyrimidin-4-amine). RXN SMILES: [Cl:1][C:2]1[N:7]=[C:6]([NH:8][C:9]2[CH:13]=[C:12]([CH3:14])[NH:11][N:10]=2)[C:5]([Cl:15])=[CH:4][N:3]=1.O.C1(C)C=CC(S(O)(=O)=O)=CC=1.[CH2:28]1[CH2:33][O:32][CH:31]=[CH:30][CH2:29]1>C1COCC1>[Cl:1][C:2]1[N:7]=[C:6]([NH:8][C:9]2[CH:13]=[C:12]([CH3:14])[N:11]([CH:31]3[CH2:30][CH2:29][CH2:28][CH2:33][O:32]3)[N:10]=2)[C:5]([Cl:15])=[CH:4][N:3]=1 |f:1.2|. Reported procedure: To a mixture of 2,5-dichloro-N-(5-methyl-1H-pyrazol-3-yl)pyrimidin-4-amine (2.44 g, 10 mmol) and 4-toluenesulfonic acid monohydrate (1.9 g, 10 mmol) in THF (200 mL), was added DHP (4.25 g, 50 mmol). After stirring overnight, the reaction turned clear. After concentration, the residue was dissolved in ethyl acetate and washed with Na2CO3 saturated aqueous solution. The organic layer was then washed with brine, dried over sodium sulfate and concentrated in vacuo to afford 2,5-Dichloro-N-(5-methyl-... Isolated yield 93.9%. Reactants: C1(=CC=CC=C1)S (thiophenol), ClC1=NC=CC(=C1)[N+](=O)[O-] (2-chloro-4-nitropyridine), [H-].[Na+] (sodium hydride), oil. Product: ClC1=NC=CC(=C1)SC1=CC=CC=C1 (2-chloro-4-(phenylthio)pyridine). RXN SMILES: [C:1]1([SH:7])[CH:6]=[CH:5][CH:4]=[CH:3][CH:2]=1.[H-].[Na+].[Cl:10][C:11]1[CH:16]=[C:15]([N+]([O-])=O)[CH:14]=[CH:13][N:12]=1>>[Cl:10][C:11]1[CH:16]=[C:15]([S:7][C:1]2[CH:6]=[CH:5][CH:4]=[CH:3][CH:2]=2)[CH:14]=[CH:13][N:12]=1 |f:1.2|. Reported procedure: Using the method of Example 3, Step A, thiophenol (1.04 g, 9.46 mmol), 60% sodium hydride in mineral oil (378 mg, 9.46 mmol), and 2-chloro-4-nitropyridine (1.50 g, 9.46 mmol) were reacted to provide 2-chloro-4-(phenylthio)pyridine (1.97 g, 94% yield) as an oil. 1H NMR (CDCl3) δ 8.11 (d, 1H), 7.45-7.58 (m, 5H), 6.90 (s, 1H), 6.85 (d, 1H). Starting materials: ClC1=CC(=C(C#N)C=C1)N1CC(CC1)O (4-chloro-2-(3-hydroxypyrrolidin-1-yl)benzonitrile), ClC(Cl)(OC(OC(Cl)(Cl)Cl)=O)Cl (triphosgene), CCOC(=O)C (AcOEt), [N-]=C=O (isocyanate), NC1=CC=CC2=C1OCC(N2)=O (8-amino-2H-benzo[b][1,4]oxazin-3(4H)-one), CCOC(=O)C (AcOEt), CCOC(=O)C (AcOEt). The solvent is CN(C)C=O (DMF). Conditions: temperature 80 celsius. Yields the product CC1=CC(=C(CNC(=O)NC2=CC=CC3=C2OCC(N3)=O)C=C1)N1CCCCC1 (1-(4-methyl-2-(piperidin-1-yl)benzyl)-3-(3,4-dihydro-3-oxo-2H-benzo[b][1,4]oxazin-8-yl)urea). The yield is 7.0%. Reaction SMILES: Cl[C:2]1[CH:9]=[CH:8][C:5]([C:6]#N)=[C:4]([N:10]2[CH2:14][CH2:13][CH:12](O)C2)[CH:3]=1.Cl[C:17](Cl)(OC(=O)OC(Cl)(Cl)Cl)Cl.[N-:28]=[C:29]=[O:30].[NH2:31][C:32]1[C:37]2[O:38][CH2:39][C:40](=[O:42])[NH:41][C:36]=2[CH:35]=[CH:34][CH:33]=1.CCO[C:46]([CH3:48])=O>CN(C=O)C>[CH3:17][C:2]1[CH:9]=[CH:8][C:5]([CH2:6][NH:28][C:29]([NH:31][C:32]2[C:37]3[O:38][CH2:39][C:40](=[O:42])[NH:41][C:36]=3[CH:35]=[CH:34][CH:33]=2)=[O:30])=[C:4]([N:10]2[CH2:48][CH2:46][CH2:12][CH2:13][CH2:14]2)[CH:3]=1. Reported procedure: Amine 2bh (1.08 g, 5.3 mmol) (Scheme 8) was dissolved in 40 ml of AcOEt and at 0° C. triphosgene (1.56 g, 5.4 mmol) was added to the solution. The mixture was warmed at 80° C. for 4 hours then evaporated and the residue was dissolved in 15 ml of DMF. The solution of the isocyanate was added dropwise to a solution in DMF (10 ml) of compound 1f (1 g, 5.46 mmol) and the mixture was warmed at 80° C. for 8 hours. (TLC AcOEt 1/petroleum ether 9). The solvent was evaporated and the crude was dissolved ...